This data is from the Open Reaction Database (ORD), a public repository of structured organic reaction records. The task is: describe an organic reaction: reactants, conditions, products, and yield Starting materials: NC1C=C(C=NN1)C=1C=C(C(=O)NC)C=CC1 (3-(6-Amino-1,6-dihydro-pyridazin-4-yl)-N-methyl-benzamide), chloroacetic aldehyde, CCO (EtOH), C(=O)(O)[O-].[Na+] (NaHCO3). The product is N=1C=CN2N=CC(=CC21)C=2C=C(C(=O)NC)C=CC2 (3-imidazo-[1,2-b]-pyridazin-7-yl-N-methyl-benzamide). As a reaction SMILES: [NH2:1][CH:2]1[NH:7][N:6]=[CH:5][C:4]([C:8]2[CH:9]=[C:10]([CH:15]=[CH:16][CH:17]=2)[C:11]([NH:13][CH3:14])=[O:12])=[CH:3]1.C([O-])(O)=O.[Na+].[CH3:23][CH2:24]O>>[N:1]1[CH:23]=[CH:24][N:7]2[C:2]=1[CH:3]=[C:4]([C:8]1[CH:9]=[C:10]([CH:15]=[CH:16][CH:17]=1)[C:11]([NH:13][CH3:14])=[O:12])[CH:5]=[N:6]2 |f:1.2|. Reported procedure: 3-(6-Amino-1,6-dihydro-pyridazin-4-yl)-N-methyl-benzamide (1 eq, 1.07 mmol, 245 mg) is added to a solution of chloroacetic aldehyde (5 eq, 5.4 mmol, 0.69 ml) in EtOH (15 ml). NaHCO3 (2 eq, 2.15 mmol, 180 mg) is then added and the reaction mixture is heated at reflux for 17 h. The solvent is then removed in vacuo and the product is purified by flash column chromatography eluting with 9:1 DCM/MeOH to afford 3-imidazo-[1,2-b]-pyridazin-7-yl-N-methyl-benzamide as an orange solid; [M+H]+=253 Starting materials: CC=1C(CCC(C1)C)=O (2,4-Dimethyl-2-cyclohexen-1-one), C=CC=C (Butadiene), [Cl-].[Cl-].C(C)[Al+2] (Ethyl aluminium dichloride). Solvent: ClCCl (Dichloromethane). The product is CC1CCC(C2(CC=CCC12)C)=O (4,8a-Dimethyl-3,4,4a,5,8,8a-hexahydro-1(2H)-naphthalenone). RXN SMILES: [CH3:1][C:2]1[C:3](=[O:9])[CH2:4][CH2:5][CH:6]([CH3:8])[CH:7]=1.[CH2:10]=[CH:11][CH:12]=C.[Cl-].[Cl-].[CH2:16]([Al+2])C>ClCCl>[CH3:8][CH:6]1[CH:7]2[C:2]([CH3:16])([CH2:1][CH:10]=[CH:11][CH2:12]2)[C:3](=[O:9])[CH2:4][CH2:5]1 |f:2.3.4|. Procedure details: 2,4-Dimethyl-2-cyclohexen-1-one (10.0 g, 0.081 mol), Butadiene (8.75 g, 0.162 mol), Ethyl aluminium dichloride (1 molar solution in hexane, 40 ml, 0.040 mol), Dichloromethane (100 ml)